This data is from the Open Reaction Database (ORD), a public repository of structured organic reaction records. The task is: describe an organic reaction: reactants, conditions, products, and yield Starting materials: O[C@@H]1C[C@@H]2CC[C@H]3[C@@H]4CCC([C@@]4(C)CC[C@@H]3[C@]2(CC1)C)=O (3β-hydroxy-5α-androstan-17-one), CC(=O)C.OS(=O)(=O)O.O=[Cr](=O)=O (Jones reagent), [OH-].[Na+] (NaOH). Run in CC(=O)C (acetone). The product is C[C@@]12C(CC[C@H]1[C@@H]1CC[C@H]3CC(CC[C@]3(C)[C@H]1CC2)=O)=O (5α-androstan-3,17-dione). The yield is 95.1%. Reaction SMILES: [OH:1][C@H:2]1[CH2:19][CH2:18][C@@:17]2([CH3:20])[C@@H:4]([CH2:5][CH2:6][C@@H:7]3[C@@H:16]2[CH2:15][CH2:14][C@@:12]2([CH3:13])[C@H:8]3[CH2:9][CH2:10][C:11]2=[O:21])[CH2:3]1.CC(C)=O.OS(O)(=O)=O.O=[Cr](=O)=O.[OH-].[Na+]>CC(C)=O>[CH3:13][C@:12]12[CH2:14][CH2:15][C@H:16]3[C@@H:7]([CH2:6][CH2:5][C@@H:4]4[C@:17]3([CH3:20])[CH2:18][CH2:19][C:2](=[O:1])[CH2:3]4)[C@@H:8]1[CH2:9][CH2:10][C:11]2=[O:21] |f:1.2.3,4.5|. Procedure details: To the mixture of 6 (5 g, 17.2 mmol) and 75 ml acetone at room temperature 1.5 ml of Jones reagent (CrO3, H2SO4, H2O) was added by drops. After the reaction was completed, NaOH was added, liquid phase was separated and then 90 ml water was added. The resulting precipitate was filtered off to afford product 7 (4.72 g, 94%). M.p. 134-137° C. Reaction SMILES: [Br:35][N:36]1[C:37](=[O:38])[CH2:39][CH2:40][C:41]1=[O:42].[C:17]([O:18][O:19][C:20](=[O:21])[c:22]1[cH:23][cH:24][cH:25][cH:26][cH:27]1)(=[O:28])[c:29]1[cH:30][cH:31][cH:32][cH:33][cH:34]1.[C:43]([Cl:44])([Cl:45])([Cl:46])[Cl:47].[Cl:1][c:2]1[cH:3][cH:4][c:5]([C:6](=[O:7])[c:8]2[cH:9][c:10]([CH3:14])[cH:11][cH:12][cH:13]2)[cH:15][cH:16]1>>[Cl:1][c:2]1[cH:3][cH:4][c:5]([C:6](=[O:7])[c:8]2[cH:9][c:10]([CH2:14][Br:35])[cH:11][cH:12][cH:13]2)[cH:15][cH:16]1. Starting materials: O=C1CCC(=O)N1Br, O=C(OOC(=O)c1ccccc1)c1ccccc1, ClC(Cl)(Cl)Cl, Cc1cccc(C(=O)c2ccc(Cl)cc2)c1. Yields the product O=C(c1ccc(Cl)cc1)c1cccc(CBr)c1. Reactants: C(C)(C)(C)OC(=O)N1CCC(CC1)NC1C2CC3CC(CC1C3)C2 (4-(adamantan-2-ylamino)-piperidine-1-carboxylic acid tert-butyl ester), Cl (HCl). Run in O1CCOCC1 (dioxane). Yields the product Cl.Cl.C12C(C3CC(CC(C1)C3)C2)NC2CCNCC2 (4-(adamantan-2-ylamino)-piperidine dihydrochloride). Yield: 93.8%. RXN SMILES: C(OC([N:8]1[CH2:13][CH2:12][CH:11]([NH:14][CH:15]2[CH:22]3[CH2:23][CH:18]4[CH2:19][CH:20]([CH2:24][CH:16]2[CH2:17]4)[CH2:21]3)[CH2:10][CH2:9]1)=O)(C)(C)C.[ClH:25]>O1CCOCC1>[ClH:25].[ClH:25].[CH:22]12[CH2:21][CH:20]3[CH2:19][CH:18]([CH2:17][CH:16]([CH2:24]3)[CH:15]1[NH:14][CH:11]1[CH2:12][CH2:13][NH:8][CH2:9][CH2:10]1)[CH2:23]2 |f:3.4.5|. Procedure details: Ammonium formate (300 mg, 4.8 mmol) was added to a stirred solution of 4-oxo-piperidine-1-carboxylic acid tert-butyl ester (250 mg, 1.2 mmol) in methanolic ammonia (2.5 mL) followed by 10% Pd/C (50 mg) and stirring was continued at room temperature overnight. The above mixture was filtered through celite, filtrate was collected, and concentrated under reduced pressure to furnish a crude residue. The residue was treated with 2N aqueous NaOH solution, extracted with EtOAc, dried over Na2SO4 and co... Reaction SMILES: [CH3:20][OH:21].[ClH:19].[Na+:18].[OH-:17].[c:1]1(-[c:7]2[cH:8][cH:9][n:10][cH:11][c:12]2[C:13](=[O:14])[O:15][CH3:16])[cH:2][cH:3][cH:4][cH:5][cH:6]1>>[c:1]1(-[c:7]2[cH:8][cH:9][n:10][cH:11][c:12]2[C:13](=[O:14])[OH:15])[cH:2][cH:3][cH:4][cH:5][cH:6]1. Yields the product O=C(O)c1cnccc1-c1ccccc1. The reactants are CO, Cl, [Na+], [OH-], COC(=O)c1cnccc1-c1ccccc1.